This data is from the Open Reaction Database (ORD), a public repository of structured organic reaction records. The task is: describe an organic reaction: reactants, conditions, products, and yield Starting materials: BrC1=CC=C(C(=N1)C)C(=O)N1CCN(CC1)C1=NC(=C(C=C1C)C)C ((6-bromo-2-methylpyridin-3-yl)[4-(3,5,6-trimethylpyridin-2-yl) piperazin-1-yl]methanone), N1C(CCC1)=O (pyrrolidin-2-one). The product is CC1=C(C=CC(=N1)N1C(CCC1)=O)C(=O)N1CCN(CC1)C1=NC(=C(C=C1C)C)C (1-{6-methyl-5-[4-(3,5,6-trimethylpyridin-2-yl) piperazine-1-carbonyl]pyridin-2-yl}pyrrolidin-2-one). RXN SMILES: Br[C:2]1[N:7]=[C:6]([CH3:8])[C:5]([C:9]([N:11]2[CH2:16][CH2:15][N:14]([C:17]3[C:22]([CH3:23])=[CH:21][C:20]([CH3:24])=[C:19]([CH3:25])[N:18]=3)[CH2:13][CH2:12]2)=[O:10])=[CH:4][CH:3]=1.[NH:26]1[CH2:30][CH2:29][CH2:28][C:27]1=[O:31]>>[CH3:8][C:6]1[N:7]=[C:2]([N:26]2[CH2:30][CH2:29][CH2:28][C:27]2=[O:31])[CH:3]=[CH:4][C:5]=1[C:9]([N:11]1[CH2:16][CH2:15][N:14]([C:17]2[C:22]([CH3:23])=[CH:21][C:20]([CH3:24])=[C:19]([CH3:25])[N:18]=2)[CH2:13][CH2:12]1)=[O:10]. Reported procedure: Using (6-bromo-2-methylpyridin-3-yl)[4-(3,5,6-trimethylpyridin-2-yl) piperazin-1-yl]methanone (145 mg) described in Preparation Example 248 and pyrrolidin-2-one (41 μL) and by the reaction and treatment in the same manner as in Example 262, the title compound (148 mg) was obtained. Reactants: C(=O)([O-])[O-].[K+].[K+] (K2CO3), C(C)(C)OC1CC=C(CC1)B1OC(C(O1)(C)C)(C)C (2-(4-isopropoxycyclohex-1-en-1-yl)-4,4,5,5-tetramethyl-1,3,2-dioxaborolane), BrC1=C(C(=NO1)C(=O)OCC)C (ethyl 5-bromo-4-methylisoxazole-3-carboxylate), BrC1=C(C(=NO1)C(=O)OCC)C (ethyl 5-bromo-4-methylisoxazole-3-carboxylate), C(Cl)Cl (CH2Cl2). Reagents/catalysts: C1=CC=C(C=C1)P([C-]2C=CC=C2)C3=CC=CC=C3.C1=CC=C(C=C1)P([C-]2C=CC=C2)C3=CC=CC=C3.Cl[Pd]Cl.[Fe+2] (PdCl2(dppf)). Run in O (water), C(C)#N (acetonitrile). The product is C(C)(C)OC1CC=C(CC1)C1=C(C(=NO1)C(=O)OCC)C (Ethyl 5-(4-isopropoxycyclohex-1-en-1-yl)-4-methylisoxazole-3-carboxylate). RXN SMILES: [CH:1]([O:4][CH:5]1[CH2:10][CH2:9][C:8](B2OC(C)(C)C(C)(C)O2)=[CH:7][CH2:6]1)([CH3:3])[CH3:2].Br[C:21]1[O:25][N:24]=[C:23]([C:26]([O:28][CH2:29][CH3:30])=[O:27])[C:22]=1[CH3:31].C([O-])([O-])=O.[K+].[K+].C(Cl)Cl>C(#N)C.C1C=CC(P(C2C=CC=CC=2)[C-]2C=CC=C2)=CC=1.C1C=CC(P(C2C=CC=CC=2)[C-]2C=CC=C2)=CC=1.Cl[Pd]Cl.[Fe+2].O>[CH:1]([O:4][CH:5]1[CH2:10][CH2:9][C:8]([C:21]2[O:25][N:24]=[C:23]([C:26]([O:28][CH2:29][CH3:30])=[O:27])[C:22]=2[CH3:31])=[CH:7][CH2:6]1)([CH3:2])[CH3:3] |f:2.3.4,7.8.9.10|. Procedure details: To a 2-5 mL microwave vial containing a solution of [2-(4-isopropoxycyclohex-1-en-1-yl)-4,4,5,5-tetramethyl-1,3,2-dioxaborolane] (375 mg, 1.410 mmol) in acetonitrile (2 mL), ethyl 5-bromo-4-methylisoxazole-3-carboxylate (Intermediate A) (330 mg, 1.410 mmol) was added followed by K2CO3 (585 mg, 4.23 mmol), PdCl2(dppf).CH2Cl2 adduct (11.51 mg, 0.014 mmol) and water (2 mL). The vial was flushed with nitrogen and treated in the microwave (Biotage Smith Initiator) at 80° C. for 90 minutes. The reacti... As a reaction SMILES: [Br:19][CH2:20][c:21]1[cH:22][cH:23][c:24](-[c:27]2[c:28](-[c:33]3[n:34][n:35][n:36][n:37]3[C:38]([c:39]3[cH:40][cH:41][cH:42][cH:43][cH:44]3)([c:45]3[cH:46][cH:47][cH:48][cH:49][cH:50]3)[c:51]3[cH:52][cH:53][cH:54][cH:55][cH:56]3)[cH:29][cH:30][cH:31][cH:32]2)[cH:25][cH:26]1.[C:57](=[O:58])([O-:59])[O-:60].[Cl:1][c:2]1[c:3](-[c:13]2[cH:14][cH:15][cH:16][cH:17][cH:18]2)[c:4](=[O:12])[n:5]([CH2:9][CH2:10][CH3:11])[c:6](=[O:8])[nH:7]1.[K+:61].[K+:62].[O:63]=[CH:64][N:65]([CH3:66])[CH3:67]>>[Cl:1][c:2]1[c:3](-[c:13]2[cH:14][cH:15][cH:16][cH:17][cH:18]2)[c:4](=[O:12])[n:5]([CH2:9][CH2:10][CH3:11])[c:6](=[O:8])[n:7]1[CH2:20][c:21]1[cH:22][cH:23][c:24](-[c:27]2[c:28](-[c:33]3[n:34][n:35][n:36][n:37]3[C:38]([c:39]3[cH:40][cH:41][cH:42][cH:43][cH:44]3)([c:45]3[cH:46][cH:47][cH:48][cH:49][cH:50]3)[c:51]3[cH:52][cH:53][cH:54][cH:55][cH:56]3)[cH:29][cH:30][cH:31][cH:32]2)[cH:25][cH:26]1. Product: CCCn1c(=O)c(-c2ccccc2)c(Cl)n(Cc2ccc(-c3ccccc3-c3nnnn3C(c3ccccc3)(c3ccccc3)c3ccccc3)cc2)c1=O. Reactants: BrCc1ccc(-c2ccccc2-c2nnnn2C(c2ccccc2)(c2ccccc2)c2ccccc2)cc1, O=C([O-])[O-], CCCn1c(=O)[nH]c(Cl)c(-c2ccccc2)c1=O, [K+], [K+], CN(C)C=O. Starting materials: CC(C)=O, ClCc1ccc(Cl)cc1Cl, [I-], [K+]. Product: Clc1ccc(CI)c(Cl)c1. RXN SMILES: [CH3:13][C:14](=[O:15])[CH3:16].[Cl:1][c:2]1[c:3]([CH2:4][Cl:5])[cH:6][cH:7][c:8]([Cl:10])[cH:9]1.[I-:12].[K+:11]>>[Cl:1][c:2]1[c:3]([CH2:4][I:12])[cH:6][cH:7][c:8]([Cl:10])[cH:9]1.